The task is: describe an organic reaction: reactants, conditions, products, and yield. This data is from the Open Reaction Database (ORD), a public repository of structured organic reaction records. The reactants are CC1CCC(Br)c2ncc(C(N)=O)c(=O)n21, CO, NN, O. The product is CC1CCC(=NN)c2ncc(C(N)=O)c(=O)n21. RXN SMILES: [Br:1][CH:2]1[CH2:3][CH2:4][CH:5]([CH3:16])[n:6]2[c:7]1[n:8][cH:9][c:10]([C:13](=[O:14])[NH2:15])[c:11]2=[O:12].[CH3:20][OH:21].[NH2:18][NH2:19].[OH2:17]>>[C:2]1(=[N:18][NH2:19])[CH2:3][CH2:4][CH:5]([CH3:16])[n:6]2[c:7]1[n:8][cH:9][c:10]([C:13](=[O:14])[NH2:15])[c:11]2=[O:12]. As a reaction SMILES: [H-:1].[I:30][CH3:31].[K+:37].[N:3]1([C:13](=[O:14])[c:15]2[cH:16][c:17]([CH2:18][NH:19][C:20]([O:21][C:22]([CH3:23])([CH3:24])[CH3:25])=[O:26])[cH:27][cH:28][cH:29]2)[CH2:4][CH2:5][CH2:6][c:7]2[cH:8][cH:9][cH:10][cH:11][c:12]21.[Na+:2].[O:38]=[CH:39][N:40]([CH3:41])[CH3:42].[S:32]([O-:33])([OH:34])(=[O:35])=[O:36]>>[N:3]1([C:13](=[O:14])[c:15]2[cH:16][c:17]([CH2:18][N:19]([C:20]([O:21][C:22]([CH3:23])([CH3:24])[CH3:25])=[O:26])[CH3:31])[cH:27][cH:28][cH:29]2)[CH2:4][CH2:5][CH2:6][c:7]2[cH:8][cH:9][cH:10][cH:11][c:12]21. Reactants: [H-], CI, [K+], CC(C)(C)OC(=O)NCc1cccc(C(=O)N2CCCc3ccccc32)c1, [Na+], CN(C)C=O, O=S(=O)([O-])O. The product is CN(Cc1cccc(C(=O)N2CCCc3ccccc32)c1)C(=O)OC(C)(C)C. Reactants: CCOCC, CCC(C)C(C(=O)Cl)c1ccccc1, N#Cc1c(N)sc2c1CCC2. Product: CCC(C)C(C(=O)Nc1sc2c(c1C#N)CCC2)c1ccccc1. RXN SMILES: [CH2:26]([O:27][CH2:28][CH3:29])[CH3:30].[CH3:1][CH:2]([CH:3]([C:4](=[O:5])[Cl:6])[c:7]1[cH:8][cH:9][cH:10][cH:11][cH:12]1)[CH2:13][CH3:14].[NH2:15][c:16]1[c:17]([C:24]#[N:25])[c:18]2[c:19]([s:20]1)[CH2:21][CH2:22][CH2:23]2>>[CH3:1][CH:2]([CH:3]([C:4](=[O:5])[NH:15][c:16]1[c:17]([C:24]#[N:25])[c:18]2[c:19]([s:20]1)[CH2:21][CH2:22][CH2:23]2)[c:7]1[cH:8][cH:9][cH:10][cH:11][cH:12]1)[CH2:13][CH3:14]. The reactants are C(C)(C)(C)OC(=O)N1CC(C1)NC=1C=C2N3C(C(NN=C3COC2=CC1Br)=O)C (3-(7-bromo-4-methyl-3-oxo-2,3,4,10-tetrahydro-9-oxa-1,2,4a-triaza-phenanthren-6-ylamino)-azetidine-1-carboxylic acid tert-butyl ester), CC1(OB(OC1(C)C)C(=C)C)C (4,4,5,5-tetramethyl-2-(prop-1-en-2-yl)-1,3,2-dioxaborolane), C(=O)([O-])[O-].[K+].[K+] (K2CO3). Reagents/catalysts: C1=CC=C(C=C1)P([C-]2C=CC=C2)C3=CC=CC=C3.C1=CC=C(C=C1)P([C-]2C=CC=C2)C3=CC=CC=C3.Cl[Pd]Cl.[Fe+2] ([1,1′-Bis(diphenylphosphino)ferrocene]palladium(II) chloride). Solvent: O (water), O1CCOCC1 (dioxane). Run at temperature 80 celsius. Yields the product C(C)(C)(C)OC(=O)N1CC(C1)NC=1C=C2N3C(C(NN=C3COC2=CC1C(=C)C)=O)C (3-(7-isopropenyl-4-methyl-3-oxo-2,3,4,10-tetrahydro-9-oxa-1,2,4a-triaza-phenanthren-6-ylamino)-azetidine-1-carboxylic acid tert-butyl ester). Yield: 83.5%. As a reaction SMILES: [C:1]([O:5][C:6]([N:8]1[CH2:11][CH:10]([NH:12][C:13]2[CH:14]=[C:15]3[C:24](=[CH:25][C:26]=2Br)[O:23][CH2:22][C:21]2[N:16]3[CH:17]([CH3:29])[C:18](=[O:28])[NH:19][N:20]=2)[CH2:9]1)=[O:7])([CH3:4])([CH3:3])[CH3:2].[CH3:30][C:31]1(C)[C:35](C)(C)OB(C(C)=C)O1.C([O-])([O-])=O.[K+].[K+]>O.O1CCOCC1.C1C=CC(P(C2C=CC=CC=2)[C-]2C=CC=C2)=CC=1.C1C=CC(P(C2C=CC=CC=2)[C-]2C=CC=C2)=CC=1.Cl[Pd]Cl.[Fe+2]>[C:1]([O:5][C:6]([N:8]1[CH2:11][CH:10]([NH:12][C:13]2[CH:14]=[C:15]3[C:24](=[CH:25][C:26]=2[C:31]([CH3:35])=[CH2:30])[O:23][CH2:22][C:21]2[N:16]3[CH:17]([CH3:29])[C:18](=[O:28])[NH:19][N:20]=2)[CH2:9]1)=[O:7])([CH3:4])([CH3:3])[CH3:2] |f:2.3.4,7.8.9.10|. Procedure: A mixture of 3-(7-bromo-4-methyl-3-oxo-2,3,4,10-tetrahydro-9-oxa-1,2,4a-triaza-phenanthren-6-ylamino)-azetidine-1-carboxylic acid tert-butyl ester (Example 1, Step B, 1.5 g, 3.22 mmol), 4,4,5,5-tetramethyl-2-(prop-1-en-2-yl)-1,3,2-dioxaborolane (1.62 g, 9.66 mmol), K2CO3 (1.33 g, 9.66 mmol) and [1,1′-Bis(diphenylphosphino)ferrocene]palladium(II) chloride (0.544 g, 0.64 mmol) in a mixture of 10% water in dioxane (35 mL) was heated at 80° C. for 2 h. The reaction mixture was cooled to ambient temp... Starting materials: FB(F)F, [BH3-]C#N, CCOCC, CCOC(C)=O, [Na+], CCCc1c(Cc2ccc(-c3ccccc3C#N)cc2)c(=O)n(C2CCC3(CC2)OCCCO3)c2ncnn12, C1CCOC1. Yields the product CCCc1c(Cc2ccc(-c3ccccc3C#N)cc2)c(=O)n(C2CCC(OCCCO)CC2)c2ncnn12. As a reaction SMILES: [B:49]([F:50])([F:51])[F:52].[C:40]([BH3-:41])#[N:42].[CH2:44]([O:45][CH2:46][CH3:47])[CH3:48].[CH3:58][CH2:59][O:60][C:61](=[O:62])[CH3:63].[Na+:43].[O:1]1[CH2:2][CH2:3][CH2:4][O:5][C:6]12[CH2:7][CH2:8][CH:9]([n:12]1[c:13]3[n:14]([c:15]([CH2:34][CH2:35][CH3:36])[c:16]([CH2:19][c:20]4[cH:21][cH:22][c:23](-[c:26]5[c:27]([C:32]#[N:33])[cH:28][cH:29][cH:30][cH:31]5)[cH:24][cH:25]4)[c:17]1=[O:18])[n:37][cH:38][n:39]3)[CH2:10][CH2:11]2.[O:53]1[CH2:54][CH2:55][CH2:56][CH2:57]1>>[OH:1][CH2:2][CH2:3][CH2:4][O:5][CH:6]1[CH2:7][CH2:8][CH:9]([n:12]2[c:13]3[n:14]([c:15]([CH2:34][CH2:35][CH3:36])[c:16]([CH2:19][c:20]4[cH:21][cH:22][c:23](-[c:26]5[c:27]([C:32]#[N:33])[cH:28][cH:29][cH:30][cH:31]5)[cH:24][cH:25]4)[c:17]2=[O:18])[n:37][cH:38][n:39]3)[CH2:10][CH2:11]1. The reactants are Cl (HCl), ClC=1C=C2C=C(NC2=CC1)C(=O)NC1C(N(C2=CC=CC=C2C1)CC1COC(OC1)(C)C)=O (5-Chloro-N-{1-[(2,2-dimethyl-1,3-dioxan-5-yl)methyl]-2-oxo-1,2,3,4-tetrahydroquinolin-3-yl}-1H-indole-2-carboxamide). Run in C1CCOC1 (THF). Conditions: time 1 hour. Product: ClC=1C=C2C=C(NC2=CC1)C(=O)NC1C(N(C2=CC=CC=C2C1)CC(CO)CO)=O (5-Chloro-N-{1-[3-hydroxy-2-(hydroxymethyl)propyl]-2-oxo-1,2,3,4-tetrahydroquinolin-3-yl}-1H-indole-2-carboxamide). Isolated yield 84.8%. RXN SMILES: Cl.[Cl:2][C:3]1[CH:4]=[C:5]2[C:9](=[CH:10][CH:11]=1)[NH:8][C:7]([C:12]([NH:14][CH:15]1[CH2:24][C:23]3[C:18](=[CH:19][CH:20]=[CH:21][CH:22]=3)[N:17]([CH2:25][CH:26]3[CH2:31][O:30]C(C)(C)[O:28][CH2:27]3)[C:16]1=[O:34])=[O:13])=[CH:6]2>C1COCC1>[Cl:2][C:3]1[CH:4]=[C:5]2[C:9](=[CH:10][CH:11]=1)[NH:8][C:7]([C:12]([NH:14][CH:15]1[CH2:24][C:23]3[C:18](=[CH:19][CH:20]=[CH:21][CH:22]=3)[N:17]([CH2:25][CH:26]([CH2:27][OH:28])[CH2:31][OH:30])[C:16]1=[O:34])=[O:13])=[CH:6]2. Reported procedure: 6M aqueous HCl (2.34 mL) was added to 5-chloro-N-{1-[(2,2-dimethyl-1,3-dioxan-5-yl)methyl]-2-oxo-1,2,3,4-tetrahydroquinolin-3-yl}-1H-indole-2-carboxamide (Example 37; 540 mg, 1.16 mmol) in THF (19 mL) and the reaction was stirred for 1 h. The reaction was quenched by addition of triethylamine (1.5 mL) and the reaction was diluted with water (20 mL) and EtOAc (40 mL). The organic layer was separated, dried (MgSO4), filtered and evaporated. The residue was triturated with hot Et2O (15 mL) and afte... Reactants: NC1CCCc2ccccc21, O=Cc1ccc(F)c(C(F)(F)F)c1. The product is Fc1ccc(CNC2CCCc3ccccc32)cc1C(F)(F)F. Reaction SMILES: [CH:14]1([NH2:24])[CH2:15][CH2:16][CH2:17][c:18]2[cH:19][cH:20][cH:21][cH:22][c:23]21.[F:1][c:2]1[c:3]([C:10]([F:11])([F:12])[F:13])[cH:4][c:5]([CH:6]=[O:7])[cH:8][cH:9]1>>[F:1][c:2]1[c:3]([C:10]([F:11])([F:12])[F:13])[cH:4][c:5]([CH2:6][NH:24][CH:14]2[CH2:15][CH2:16][CH2:17][c:18]3[cH:19][cH:20][cH:21][cH:22][c:23]32)[cH:8][cH:9]1.